This data is from the Open Reaction Database (ORD), a public repository of structured organic reaction records. The task is: describe an organic reaction: reactants, conditions, products, and yield The reactants are BrC1=CC(=C(C=C1)OC)CCCCOC (4-bromo-1-methoxy-2-(4-methoxy-butyl)-benzene), CN(C)C=O (DMF), 503 B1, solution, C(CCC)[Li] (n-butyllithium), CCCCCC (hexane). Solvent: C1CCOC1 (THF), C1CCOC1 (THF). Reaction conditions: temperature -78 celsius, time 5 minute. Product: COC1=C(C=C(C=O)C=C1)CCCCOC (4-Methoxy-3-(4-methoxy-butyl)-benzaldehyde). Reaction SMILES: Br[C:2]1[CH:7]=[CH:6][C:5]([O:8][CH3:9])=[C:4]([CH2:10][CH2:11][CH2:12][CH2:13][O:14][CH3:15])[CH:3]=1.C([Li])CCC.CCCCCC.CN([CH:30]=[O:31])C>C1COCC1>[CH3:9][O:8][C:5]1[CH:6]=[CH:7][C:2]([CH:30]=[O:31])=[CH:3][C:4]=1[CH2:10][CH2:11][CH2:12][CH2:13][O:14][CH3:15]. Reported procedure: To a solution of 4-bromo-1-methoxy-2-(4-methoxy-butyl)-benzene (8.10 g, 29.7 mmol; described in EP0678 503 B1) in absolute THF (170 mL), cooled to −78° C., is added dropwise over 30 min and under an argon atmosphere a 1.6M solution of n-butyllithium in hexane (20.4 mL, 32.6 mmol). After stirring for 5 min, a mixture of DMF (5.03 mL, 65.2 mmol) in THF (20 mL) is added over 30 min at −78° C. Stirring is continued over 15 min at −78° C., and the reaction mixture is gradually warmed and stirred for ...